Dataset: the Open Reaction Database (ORD), a public repository of structured organic reaction records. Task: describe an organic reaction: reactants, conditions, products, and yield Reactants: CNC(=O)c1c(-c2ccc(F)cc2)oc2ccc(-c3cc(C(=O)O)cc(OCc4ccccc4)c3C)cc12, ClCCCl, CCN(C(C)C)C(C)C, ClCCl, Cl, On1nnc2ccccc21, NC1(c2ccccn2)CC1. Product: CNC(=O)c1c(-c2ccc(F)cc2)oc2ccc(-c3cc(C(=O)NC4(c5ccccn5)CC4)cc(OCc4ccccc4)c3C)cc12. Reaction SMILES: [CH2:1]([c:2]1[cH:3][cH:4][cH:5][cH:6][cH:7]1)[O:8][c:9]1[cH:10][c:11]([C:12](=[O:13])[OH:14])[cH:15][c:16](-[c:19]2[cH:20][cH:21][c:22]3[c:23]([c:24]([C:34]([NH:35][CH3:36])=[O:37])[c:25](-[c:27]4[cH:28][cH:29][c:30]([F:33])[cH:31][cH:32]4)[o:26]3)[cH:38]2)[c:17]1[CH3:18].[CH2:59]([Cl:60])[CH2:61][Cl:62].[CH:64]([N:65]([CH:66]([CH3:67])[CH3:68])[CH2:69][CH3:70])([CH3:71])[CH3:72].[Cl:73][CH2:74][Cl:75].[ClH:63].[OH:49][n:50]1[c:51]2[c:52]([cH:53][cH:54][cH:55][cH:56]2)[n:57][n:58]1.[n:39]1[c:40]([C:45]2([NH2:48])[CH2:46][CH2:47]2)[cH:41][cH:42][cH:43][cH:44]1>>[CH2:1]([c:2]1[cH:3][cH:4][cH:5][cH:6][cH:7]1)[O:8][c:9]1[cH:10][c:11]([C:12](=[O:13])[NH:48][C:45]2([c:40]3[n:39][cH:44][cH:43][cH:42][cH:41]3)[CH2:46][CH2:47]2)[cH:15][c:16](-[c:19]2[cH:20][cH:21][c:22]3[c:23]([c:24]([C:34]([NH:35][CH3:36])=[O:37])[c:25](-[c:27]4[cH:28][cH:29][c:30]([F:33])[cH:31][cH:32]4)[o:26]3)[cH:38]2)[c:17]1[CH3:18].